Dataset: the Open Reaction Database (ORD), a public repository of structured organic reaction records. Task: describe an organic reaction: reactants, conditions, products, and yield Reactants: ClC1=C(OCCCCCCSC=2SCC(N2)=O)C=CC(=C1)OC (2-{[6-(2-chloro-4-methoxyphenoxy)hexyl]thio}-4,5-dihydrothiazol-4-one), SC1=NC=CC=C1O (2-mercapto-3-pyridinol), C([O-])([O-])=O.[Cs+].[Cs+] (cesium carbonate). The solvent is C(C)#N (acetonitrile). Yields the product ClC1=C(OCCCCCCSC2=NC=CC=C2O)C=CC(=C1)OC (2-{[6-(2-chloro-4-methoxyphenoxy) hexyl]-thio}-3-pyridinol). As a reaction SMILES: [Cl:1][C:2]1[CH:21]=[C:20]([O:22][CH3:23])[CH:19]=[CH:18][C:3]=1[O:4][CH2:5][CH2:6][CH2:7][CH2:8][CH2:9][CH2:10][S:11][C:12]1S[CH2:14][C:15](=O)[N:16]=1.SC1[C:30]([OH:31])=[CH:29]C=CN=1.C(=O)([O-])[O-].[Cs+].[Cs+]>C(#N)C>[Cl:1][C:2]1[CH:21]=[C:20]([O:22][CH3:23])[CH:19]=[CH:18][C:3]=1[O:4][CH2:5][CH2:6][CH2:7][CH2:8][CH2:9][CH2:10][S:11][C:12]1[C:30]([OH:31])=[CH:29][CH:14]=[CH:15][N:16]=1 |f:2.3.4|. Procedure: Stir 300 mg. of the iodide prepared in Examples 2 and 3, 3 ml. acetonitrile 112 mg. 2-mercapto-3-pyridinol and 201 mg. cesium carbonate in a reaction flask overnight at room temperature. Remove the acetonitrile and add methylene chloride. Wash with sodium carbonate solution, water, then brine and dry over sodium sulfate. Remove the solvent then add methylene chloride, heat to dissolve the mixture, add hexane and cool to precipitate the title compound as white crystals. The reactants are O=C1N(CC2=C(C[C@H]1CC(=O)O)C=CC(=C2)OCCC=2N=C1N(CCCN1C(=O)OC(C)(C)C)C2)CC(F)(F)F ((4S)-3-oxo-8-[2-(8-tert-butoxycarbonyl-5,6,7,8-tetrahydroimidazo[1,2-a]pyrimidin-2-yl)ethoxy]-2-(2,2,2-trifluoroethyl)-2,3,4,5-tetrahydro-1H-2-benzazepin-4-acetic acid), C(CCCCCC)O (heptyl alcohol), Cl.O1CCOCC1 (hydrogen chloride 1,4-dioxane). Conditions: temperature 50 celsius, time 4 hour. The product is Cl.O=C1N(CC2=C(C[C@H]1CC(=O)OCCCCCCC)C=CC(=C2)OCCC=2N=C1N(CCCN1)C2)CC(F)(F)F (Heptyl(4S)-3-oxo-8-[2-(5,6,7,8-tetrahydroimidazo[1,2-a]pyrimidin-2-yl)ethoxy]-2-(2,2,2-trifluoroethyl)-2,3,4,5-tetrahydro-1H-2-benzazepin-4-acetate hydrochloride). As a reaction SMILES: [O:1]=[C:2]1[C@H:8]([CH2:9][C:10]([OH:12])=O)[CH2:7][C:6]2[CH:13]=[CH:14][C:15]([O:17][CH2:18][CH2:19][C:20]3[N:21]=[C:22]4[N:27](C(OC(C)(C)C)=O)[CH2:26][CH2:25][CH2:24][N:23]4[CH:35]=3)=[CH:16][C:5]=2[CH2:4][N:3]1[CH2:36][C:37]([F:40])([F:39])[F:38].[CH2:41]([OH:48])[CH2:42][CH2:43][CH2:44][CH2:45][CH2:46][CH3:47].[ClH:49].O1CCOCC1>>[ClH:49].[O:1]=[C:2]1[C@H:8]([CH2:9][C:10]([O:48][CH2:41][CH2:42][CH2:43][CH2:44][CH2:45][CH2:46][CH3:47])=[O:12])[CH2:7][C:6]2[CH:13]=[CH:14][C:15]([O:17][CH2:18][CH2:19][C:20]3[N:21]=[C:22]4[NH:27][CH2:26][CH2:25][CH2:24][N:23]4[CH:35]=3)=[CH:16][C:5]=2[CH2:4][N:3]1[CH2:36][C:37]([F:38])([F:39])[F:40] |f:2.3,4.5|. Reported procedure: 70.0 mg (0.124 mmol) of (4S)-3-oxo-8-[2-(8-tert-butoxycarbonyl-5,6,7,8-tetrahydroimidazo[1,2-a]pyrimidin-2-yl)ethoxy]-2-(2,2,2-trifluoroethyl)-2,3,4,5-tetrahydro-1H-2-benzazepin-4-acetic acid obtained in Example 5-(a) and 88 μL (0.62 mmol) of heptyl alcohol were mixed, 1.55 mL (6.20 mmol) of 4N hydrogen chloride/1,4-dioxane solution was added to the mixture, and the resulting mixture was stirred under nitrogen gas atmosphere at 50° C. for 4 hours.